Dataset: the Open Reaction Database (ORD), a public repository of structured organic reaction records. Task: describe an organic reaction: reactants, conditions, products, and yield Reactants: CC(=Cc1ccc(OC(C)C)cc1)[N+](=O)[O-], Cl, [Fe], C1CCOC1. The product is CC(=O)Cc1ccc(OC(C)C)cc1. As a reaction SMILES: [CH:2]([CH3:3])([CH3:4])[O:5][c:6]1[cH:7][cH:8][c:9]([CH:12]=[C:13]([CH3:14])[N+:15]([O-:16])=[O:17])[cH:10][cH:11]1.[ClH:1].[Fe:23].[O:18]1[CH2:19][CH2:20][CH2:21][CH2:22]1>>[CH:2]([CH3:3])([CH3:4])[O:5][c:6]1[cH:7][cH:8][c:9]([CH2:12][C:13]([CH3:14])=[O:18])[cH:10][cH:11]1.